This data is from the Open Reaction Database (ORD), a public repository of structured organic reaction records. The task is: describe an organic reaction: reactants, conditions, products, and yield The reactants are COC(CNC1CCCCC1)OC (N-(2,2-dimethoxyethyl)cyclohexanamine), CN1N=CC(=C1)C=1C=C(CCOCCC(=O)O)C=CC1 (3-(3-(1-methyl-1H-pyrazol-4-yl)phenethoxy)propanoic acid), solution, C([O-])(O)=O.[Na+] (sodium bicarbonate), C(CC)P1(OP(OP(O1)(=O)CCC)(=O)CCC)=O (T3P), C(C)(=O)OC(C)C (iso-propyl acetate). Solvent: O1CCCC1 (tetrahydrofuran), O1CCCC1 (tetrahydrofuran), O1CCCC1 (Tetrahydrofuran), C(C)N(CC)CC (triethylamine), O1CCCC1 (tetrahydrofuran). Run at temperature 20 celsius, time 1 hour. Yields the product C1(CCCCC1)N(C(CCOCCC1=CC(=CC=C1)C=1C=NN(C1)C)=O)CC(OC)OC (N-Cyclohexyl-N-(2,2-dimethoxyethyl)-3-(3-(1-methyl-1H-pyrazol-4-yl)phenethoxy)propanamide). RXN SMILES: [CH3:1][O:2][CH:3]([O:12][CH3:13])[CH2:4][NH:5][CH:6]1[CH2:11][CH2:10][CH2:9][CH2:8][CH2:7]1.[CH3:14][N:15]1[CH:19]=[C:18]([C:20]2[CH:21]=[C:22]([CH:31]=[CH:32][CH:33]=2)[CH2:23][CH2:24][O:25][CH2:26][CH2:27][C:28](O)=[O:29])[CH:17]=[N:16]1.C(P1(=O)OP(CCC)(=O)OP(CCC)(=O)O1)CC.C(=O)(O)[O-].[Na+].C(OC(C)C)(=O)C>O1CCCC1.C(N(CC)CC)C>[CH:6]1([N:5]([CH2:4][CH:3]([O:12][CH3:13])[O:2][CH3:1])[C:28](=[O:29])[CH2:27][CH2:26][O:25][CH2:24][CH2:23][C:22]2[CH:31]=[CH:32][CH:33]=[C:20]([C:18]3[CH:17]=[N:16][N:15]([CH3:14])[CH:19]=3)[CH:21]=2)[CH2:11][CH2:10][CH2:9][CH2:8][CH2:7]1 |f:3.4|. Reported procedure: A solution of N-(2,2-dimethoxyethyl)cyclohexanamine (21.5 g) in tetrahydrofuran (30 mL) was added to a solution of 3-(3-(1-methyl-1H-pyrazol-4-yl)phenethoxy)propanoic acid in tetrahydrofuran (105 mL) at 20° C. Tetrahydrofuran (15 mL) was added, followed by triethylamine (51.8 mL), followed by a solution of T3P in tetrahydrofuran (121.9 mL of a 1.62M solution). The solution was stirred at 20° C. for 1 h then cooled to 10° C. Pre-chilled (10° C.) 0.5M sodium bicarbonate solution (225 mL) was added...